This data is from the Open Reaction Database (ORD), a public repository of structured organic reaction records. The task is: describe an organic reaction: reactants, conditions, products, and yield The reactants are COCCOC1CCNCC1, O=C(NC(Cc1ccc(F)cc1)C(=O)O)c1cc2cc(Cl)ncc2[nH]1, Cl. Yields the product COCCOC1CCN(C(=O)C(Cc2ccc(F)cc2)NC(=O)c2cc3cc(Cl)ncc3[nH]2)CC1. RXN SMILES: [CH3:27][O:28][CH2:29][CH2:30][O:31][CH:32]1[CH2:33][CH2:34][NH:35][CH2:36][CH2:37]1.[Cl:1][c:2]1[cH:3][c:4]2[c:5]([cH:6][n:7]1)[nH:8][c:9]([C:11](=[O:12])[NH:13][CH:14]([C:15](=[O:16])[OH:17])[CH2:18][c:19]1[cH:20][cH:21][c:22]([F:25])[cH:23][cH:24]1)[cH:10]2.[ClH:26]>>[Cl:1][c:2]1[cH:3][c:4]2[c:5]([cH:6][n:7]1)[nH:8][c:9]([C:11](=[O:12])[NH:13][CH:14]([C:15](=[O:16])[N:35]1[CH2:34][CH2:33][CH:32]([O:31][CH2:30][CH2:29][O:28][CH3:27])[CH2:37][CH2:36]1)[CH2:18][c:19]1[cH:20][cH:21][c:22]([F:25])[cH:23][cH:24]1)[cH:10]2.